From a dataset of the Open Reaction Database (ORD), a public repository of structured organic reaction records. describe an organic reaction: reactants, conditions, products, and yield Reactants: Cl.ClCC1=NC=CC=C1 (2-chloromethylpyridine hydrochloride salt), O (Water), [H-].[Na+] (sodium hydride), CC1(OB(OC1(C)C)C=1C=NNC1)C (4-(4,4,5,5-tetramethyl-1,3,2-dioxaborolan-2-yl)-1H-pyrazole). The reagents and catalysts are [I-].C(CCC)[N+](CCCC)(CCCC)CCCC (tetrabutylammonium iodide). Solvent: CN(C=O)C (N,N-dimethylformamide), C(C)(=O)OCC (ethyl acetate), CN(C=O)C (N,N-dimethylformamide). Reaction conditions: time 0.5 hour. Yields the product CC1(OB(OC1(C)C)C=1C=NN(C1)CC1=NC=CC=C1)C (2-((4-(4,4,5,5-tetramethyl-1,3,2-dioxaborolan-2-yl)-1H-pyrazol-1-yl)methyl)pyridine). RXN SMILES: [H-].[Na+].[CH3:3][C:4]1([CH3:16])[C:8]([CH3:10])([CH3:9])[O:7][B:6]([C:11]2[CH:12]=[N:13][NH:14][CH:15]=2)[O:5]1.Cl.Cl[CH2:19][C:20]1[CH:25]=[CH:24][CH:23]=[CH:22][N:21]=1.O>CN(C)C=O.[I-].C([N+](CCCC)(CCCC)CCCC)CCC.C(OCC)(=O)C>[CH3:3][C:4]1([CH3:16])[C:8]([CH3:9])([CH3:10])[O:7][B:6]([C:11]2[CH:15]=[N:14][N:13]([CH2:19][C:20]3[CH:25]=[CH:24][CH:23]=[CH:22][N:21]=3)[CH:12]=2)[O:5]1 |f:0.1,3.4,7.8|. Procedure: To a suspension of sodium hydride (0.096 ml, 5.15 mmol) in N,N-dimethylformamide (8.59 ml) was added 4-(4,4,5,5-tetramethyl-1,3,2-dioxaborolan-2-yl)-1H-pyrazole (0.5 g, 2.58 mmol). After 0.5 hours, 2-chloromethylpyridine hydrochloride salt (0.423 g, 2.58 mmol), and tetrabutylammonium iodide (0.095 g, 0.258 mmol) were added as solution in N,N-dimethylformamide (2 mL). The reaction was cooled to room temperature and diluted with ethyl acetate (10 mL). Water (10 mL) was added, and the layers were s... Starting materials: N1N=CC=C1 (pyrazole), ClC=1N=C(C2=C(N1)SC(=C2)CC)NCC2=CC=CC=C2 (2-chloro-6-ethyl-4-benzylamino-thieno-[2,3-d]-pyrimidine). Product: N1(N=CC=C1)C=1N=C(C2=C(N1)SC(=C2)CC)NCC2=CC=CC=C2 (2-(pyrazol-1-yl)-6-ethyl-4-benzylamino-thieno-[2,3-d]-pyrimidine). RXN SMILES: [NH:1]1[CH:5]=[CH:4][CH:3]=[N:2]1.Cl[C:7]1[N:8]=[C:9]([NH:18][CH2:19][C:20]2[CH:25]=[CH:24][CH:23]=[CH:22][CH:21]=2)[C:10]2[CH:15]=[C:14]([CH2:16][CH3:17])[S:13][C:11]=2[N:12]=1>>[N:1]1([C:7]2[N:8]=[C:9]([NH:18][CH2:19][C:20]3[CH:25]=[CH:24][CH:23]=[CH:22][CH:21]=3)[C:10]3[CH:15]=[C:14]([CH2:16][CH3:17])[S:13][C:11]=3[N:12]=2)[CH:5]=[CH:4][CH:3]=[N:2]1. Procedure details: Following the procedure of Example 97, the reaction of pyrazole with 2-chloro-6-ethyl-4-benzylamino-thieno-[2,3-d]-pyrimidine gives 2-(pyrazol-1-yl)-6-ethyl-4-benzylamino-thieno-[2,3-d]-pyrimidine. The reactants are [OH-].[K+] (potassium hydroxide), S1C=C(C=C1)CNCCC(=O)OCC (ethyl 3-(thiophen-3-ylmethylamino)propanoate), C([O-])(O)=O.[Na+] (sodium bicarbonate), ClC(=O)OCC (ethyl chloroformate). Run in C(C)O (ethanol). Conditions: time 8 hour. Product: C(C)OC(=O)N(CCC(=O)O)CC1=CSC=C1 (3-(ethoxycarbonyl(thiophen-3-ylmethyl)amino)propanoic acid), Compound 1048. RXN SMILES: [S:1]1[CH:5]=[CH:4][C:3]([CH2:6][NH:7][CH2:8][CH2:9][C:10]([O:12]CC)=[O:11])=[CH:2]1.C(=O)(O)[O-].[Na+].Cl[C:21]([O:23][CH2:24][CH3:25])=[O:22].[OH-].[K+]>C(O)C>[CH2:24]([O:23][C:21]([N:7]([CH2:6][C:3]1[CH:4]=[CH:5][S:1][CH:2]=1)[CH2:8][CH2:9][C:10]([OH:12])=[O:11])=[O:22])[CH3:25] |f:1.2,4.5|. Procedure: To a solution of Compound 1046 (3.36 g, 15.75 mmol) in ethanol (100 mL) was added saturated sodium bicarbonate (25 mL) and ethyl chloroformate (1.801 mL, 18.9 mmol). The reaction mixture was stirred at room temperature overnight, at which point 1.0 M aqueous potassium hydroxide (63.0 mL, 63.0 mmol) was added. The mixture was stirred at room temperature overnight, concentrated under reduced pressure, made acidic with 6N HCl, and extracted with 10% nBuOH in chloroform. The organics were concentrat... Starting materials: CC1CCC(Br)c2ncc(C(=O)O)c(=O)n21, CO, Nc1ccccc1. Yields the product CC1CC=C(Nc2ccccc2)c2ncc(C(=O)O)c(=O)n21. RXN SMILES: [Br:1][CH:2]1[CH2:3][CH2:4][CH:5]([CH3:16])[n:6]2[c:7]1[n:8][cH:9][c:10]([C:13](=[O:14])[OH:15])[c:11]2=[O:12].[CH3:24][OH:25].[NH2:17][c:18]1[cH:19][cH:20][cH:21][cH:22][cH:23]1>>[C:2]1([NH:17][c:18]2[cH:19][cH:20][cH:21][cH:22][cH:23]2)=[CH:3][CH2:4][CH:5]([CH3:16])[n:6]2[c:7]1[n:8][cH:9][c:10]([C:13](=[O:14])[OH:15])[c:11]2=[O:12]. Starting materials: COc1ccc(N2CCN(CCCCl)CC2)cc1, Cl, O=C1CCCc2c(O)cccc21. Yields the product COc1ccc(N2CCN(CCCOc3cccc4c3CCCC4=O)CC2)cc1. Reaction SMILES: [Cl:13][CH2:14][CH2:15][CH2:16][N:17]1[CH2:18][CH2:19][N:20]([c:23]2[cH:24][cH:25][c:26]([O:29][CH3:30])[cH:27][cH:28]2)[CH2:21][CH2:22]1.[ClH:31].[OH:1][c:2]1[c:3]2[c:8]([cH:9][cH:10][cH:11]1)[C:7](=[O:12])[CH2:6][CH2:5][CH2:4]2>>[O:1]([c:2]1[c:3]2[c:8]([cH:9][cH:10][cH:11]1)[C:7](=[O:12])[CH2:6][CH2:5][CH2:4]2)[CH2:14][CH2:15][CH2:16][N:17]1[CH2:18][CH2:19][N:20]([c:23]2[cH:24][cH:25][c:26]([O:29][CH3:30])[cH:27][cH:28]2)[CH2:21][CH2:22]1. As a reaction SMILES: [CH3:29][CH2:30][OH:31].[CH:1]([CH3:2])([CH2:3][CH3:4])[CH:5]1[CH2:6][CH2:7][CH:8]([O:11][c:12]2[cH:13][c:14]3[cH:15][cH:16][c:17]([C:22]4([CH3:28])[NH:23][C:24](=[O:27])[O:25][CH2:26]4)[cH:18][c:19]3[cH:20][cH:21]2)[CH2:9][CH2:10]1.[Li+:32].[OH-:33].[OH2:34]>>[CH:1]([CH3:2])([CH2:3][CH3:4])[CH:5]1[CH2:6][CH2:7][CH:8]([O:11][c:12]2[cH:13][c:14]3[cH:15][cH:16][c:17]([C:22]([NH2:23])([CH2:26][OH:25])[CH3:28])[cH:18][c:19]3[cH:20][cH:21]2)[CH2:9][CH2:10]1. Starting materials: CCO, CCC(C)C1CCC(Oc2ccc3cc(C4(C)COC(=O)N4)ccc3c2)CC1, [Li+], [OH-], O. The product is CCC(C)C1CCC(Oc2ccc3cc(C(C)(N)CO)ccc3c2)CC1. Starting materials: O=C(CBr)c1ccccc1, CC1CN(Cc2ccccc2)CC=C1N1CCCC1, O, c1ccccc1. The product is CC1CN(Cc2ccccc2)CC(CC(=O)c2ccccc2)C1=O. Reaction SMILES: [Br:20][CH2:21][C:22](=[O:23])[c:24]1[cH:25][cH:26][cH:27][cH:28][cH:29]1.[CH2:1]([c:2]1[cH:3][cH:4][cH:5][cH:6][cH:7]1)[N:8]1[CH2:9][CH:10]([CH3:19])[C:11]([N:14]2[CH2:15][CH2:16][CH2:17][CH2:18]2)=[CH:12][CH2:13]1.[OH2:30].[cH:31]1[cH:32][cH:33][cH:34][cH:35][cH:36]1>>[CH2:1]([c:2]1[cH:3][cH:4][cH:5][cH:6][cH:7]1)[N:8]1[CH2:9][CH:10]([CH3:19])[C:11](=[O:30])[CH:12]([CH2:21][C:22](=[O:23])[c:24]2[cH:25][cH:26][cH:27][cH:28][cH:29]2)[CH2:13]1. Starting materials: COc1cnc(CCl)c(Cl)n1, Fc1cccc(-c2ncc[nH]2)n1, [K+], [K+], O=C([O-])[O-], CN(C)C=O. The product is COc1cnc(Cn2ccnc2-c2cccc(F)n2)c(Cl)n1. As a reaction SMILES: [Cl:1][c:2]1[c:3]([CH2:10][Cl:11])[n:4][cH:5][c:6]([O:8][CH3:9])[n:7]1.[F:12][c:13]1[n:14][c:15](-[c:19]2[nH:20][cH:21][cH:22][n:23]2)[cH:16][cH:17][cH:18]1.[K+:24].[K+:25].[O-:26][C:27]([O-:28])=[O:29].[O:30]=[CH:31][N:32]([CH3:33])[CH3:34]>>[Cl:1][c:2]1[c:3]([CH2:10][n:23]2[c:19](-[c:15]3[n:14][c:13]([F:12])[cH:18][cH:17][cH:16]3)[n:20][cH:21][cH:22]2)[n:4][cH:5][c:6]([O:8][CH3:9])[n:7]1.